This data is from the Open Reaction Database (ORD), a public repository of structured organic reaction records. The task is: describe an organic reaction: reactants, conditions, products, and yield Starting materials: [Br-], [Br-], [Br-], C[N+](C)(C)Cc1ccccc1, C[N+](C)(C)Cc1ccccc1, C[N+](C)(C)Cc1ccccc1, COc1ccc(-c2c(-c3ccc(O)cc3O)n[nH]c2C)cc1, ClCCl. Product: COc1ccc(-c2c(-c3cc(Br)c(O)cc3O)n[nH]c2C)cc1. As a reaction SMILES: [Br-:1].[Br-:2].[Br-:3].[CH2:15]([N+:16]([CH3:17])([CH3:18])[CH3:19])[c:20]1[cH:21][cH:22][cH:23][cH:24][cH:25]1.[CH2:26]([N+:27]([CH3:28])([CH3:29])[CH3:30])[c:31]1[cH:32][cH:33][cH:34][cH:35][cH:36]1.[CH2:4]([N+:5]([CH3:6])([CH3:7])[CH3:8])[c:9]1[cH:10][cH:11][cH:12][cH:13][cH:14]1.[CH3:37][O:38][c:39]1[cH:40][cH:41][c:42](-[c:45]2[c:46](-[c:51]3[c:52]([OH:58])[cH:53][c:54]([OH:57])[cH:55][cH:56]3)[n:47][nH:48][c:49]2[CH3:50])[cH:43][cH:44]1.[Cl:59][CH2:60][Cl:61]>>[Br:1][c:55]1[c:54]([OH:57])[cH:53][c:52]([OH:58])[c:51](-[c:46]2[c:45](-[c:42]3[cH:41][cH:40][c:39]([O:38][CH3:37])[cH:44][cH:43]3)[c:49]([CH3:50])[nH:48][n:47]2)[cH:56]1. The product is CCC(C)Nc1cc(C(=O)O)ccn1. The reactants are CO, CCC(C)Nc1cc(C(=O)OC)ccn1, Cl, [Na+], [OH-]. Reaction SMILES: [CH3:19][OH:20].[CH3:1][O:2][C:3]([c:4]1[cH:5][c:6]([NH:10][CH:11]([CH3:12])[CH2:13][CH3:14])[n:7][cH:8][cH:9]1)=[O:15].[ClH:18].[Na+:17].[OH-:16]>>[O:2]=[C:3]([c:4]1[cH:5][c:6]([NH:10][CH:11]([CH3:12])[CH2:13][CH3:14])[n:7][cH:8][cH:9]1)[OH:15].